Dataset: the Open Reaction Database (ORD), a public repository of structured organic reaction records. Task: describe an organic reaction: reactants, conditions, products, and yield Starting materials: BrCC1=C(C#N)C=CC(=C1)[C@]1(O)[C@H](OC(C)=O)[C@@H](OC(C)=O)[C@H](OC(C)=O)[C@H](O1)COC(C)=O (2-bromomethyl-4-(2,3,4,6-tetra-O-acetyl-β-D-glucopyranos-1-yl)-benzonitrile), C1(CC1)C1=CC=C(C=C1)B(O)O (4-cyclopropyl-phenylboronic acid), C([O-])([O-])=O.[K+].[K+] (potassium carbonate), CC(=O)C (acetone). Reagents/catalysts: [Pd](Cl)Cl (palladium dichloride). Solvent: [Cl-].[Na+].O (brine), O (water). Conditions: time 5 minute. Yields the product C1(CC1)C1=CC=C(CC2=C(C#N)C=CC(=C2)[C@]2(O)[C@H](O)[C@@H](O)[C@H](O)[C@H](O2)CO)C=C1 (2-(4-Cyclopropyl-benzyl)-4-(β-D-glucopyranos-1-yl)-benzonitrile). As a reaction SMILES: Br[CH2:2][C:3]1[CH:10]=[C:9]([C@:11]2([O:29][C@H:28]([CH2:30][O:31]C(=O)C)[C@@H:23]([O:24]C(=O)C)[C@H:18]([O:19]C(=O)C)[C@H:13]2[O:14]C(=O)C)[OH:12])[CH:8]=[CH:7][C:4]=1[C:5]#[N:6].[CH:35]1([C:38]2[CH:43]=[CH:42][C:41](B(O)O)=[CH:40][CH:39]=2)[CH2:37][CH2:36]1.C(=O)([O-])[O-].[K+].[K+].CC(C)=O>[Cl-].[Na+].O.[Pd](Cl)Cl.O>[CH:35]1([C:38]2[CH:43]=[CH:42][C:41]([CH2:2][C:3]3[CH:10]=[C:9]([C@:11]4([O:29][C@H:28]([CH2:30][OH:31])[C@@H:23]([OH:24])[C@H:18]([OH:19])[C@H:13]4[OH:14])[OH:12])[CH:8]=[CH:7][C:4]=3[C:5]#[N:6])=[CH:40][CH:39]=2)[CH2:37][CH2:36]1 |f:2.3.4,6.7.8|. Reported procedure: An Ar filled flask is charged with a stir bar, 2-bromomethyl-4-(2,3,4,6-tetra-O-acetyl-β-D-glucopyranos-1-yl)-benzonitrile (1.78 g), 4-cyclopropyl-phenylboronic acid (1.00 g), potassium carbonate (1.85 g) and a 3:1 mixture of degassed acetone and water (22 mL). The mixture is stirred at room temperature for 5 min, before it is cooled in an ice-bath. Then palladium dichloride (30 mg) is added and the reaction mixture is stirred for 16 h at ambient temperature. The mixture is then diluted with bri... The reactants are ClC1=CC=C(C=C1)C(CC)(C=1N=NNN1)N1C=CC2=C(C=CC=C12)NS(=O)(=O)C (N-(1-(1-(4-chlorophenyl)-1-(2H-tetrazol-5-yl)propyl)-1H-indol-4-yl)methane sulfonamide), C(=O)([O-])[O-].[K+].[K+] (K2CO3), ICC (iodoethane). The solvent is CN(C)C=O (DMF). Conditions: temperature 80 celsius, time 8 hour. Product: ClC1=CC=C(C=C1)C(CC)(C=1N=NN(N1)CC)N1C=CC2=C(C=CC=C12)NS(=O)(=O)C (N-(1-(1-(4-chlorophenyl)-1-(2-ethyl-2H-tetrazol-5-yl)propyl)-1H-indol-4-yl)methane sulfonamide). Reaction SMILES: [Cl:1][C:2]1[CH:7]=[CH:6][C:5]([C:8]([N:16]2[C:24]3[C:19](=[C:20]([NH:25][S:26]([CH3:29])(=[O:28])=[O:27])[CH:21]=[CH:22][CH:23]=3)[CH:18]=[CH:17]2)([C:11]2[N:12]=[N:13][NH:14][N:15]=2)[CH2:9][CH3:10])=[CH:4][CH:3]=1.C([O-])([O-])=O.[K+].[K+].I[CH2:37][CH3:38]>CN(C=O)C>[Cl:1][C:2]1[CH:7]=[CH:6][C:5]([C:8]([N:16]2[C:24]3[C:19](=[C:20]([NH:25][S:26]([CH3:29])(=[O:28])=[O:27])[CH:21]=[CH:22][CH:23]=3)[CH:18]=[CH:17]2)([C:11]2[N:12]=[N:13][N:14]([CH2:37][CH3:38])[N:15]=2)[CH2:9][CH3:10])=[CH:4][CH:3]=1 |f:1.2.3|. Procedure: A mixture of the product from Step B (65 mg, 0.151 mmol), K2CO3 (41.7 mg, 0.302 mmol) and iodoethane (30.8 mg 0.181 mmol) in DMF (1 mL) was stirred at 80° C. overnight. The volatile was evaporated. The residue was extracted with ethyl acetate (50 mL). The organic layer was washed with water and brine, dried over sodium sulfate, filtered and evaporated. The residue was purified by silica gel chromatography eluting with PE/EA (5/1 to 1/1, v/v) to afford the title compound as a yellow solid. LC/MS ... Starting materials: ClC1=NC=2C=C(C=CC2C2=C1N=C(N=C2)SC)C(=O)OC (methyl 5-chloro-3-(methylthio)pyrimido[4,5-c]quinoline-8-carboxylate), NC1=CC=CC=C1 (aniline), O (Water). Run in CN1CCCC1=O (NMP). Run at temperature 120 celsius. Yields the product CSC=1N=CC2=C(C(=NC=3C=C(C=CC23)C(=O)OC)NC2=CC=CC=C2)N1 (methyl 3-(methylthio)-5-(phenylamino)pyrimido[4,5-c]quinoline-8-carboxylate). RXN SMILES: Cl[C:2]1[C:11]2[N:12]=[C:13]([S:16][CH3:17])[N:14]=[CH:15][C:10]=2[C:9]2[CH:8]=[CH:7][C:6]([C:18]([O:20][CH3:21])=[O:19])=[CH:5][C:4]=2[N:3]=1.[NH2:22][C:23]1[CH:28]=[CH:27][CH:26]=[CH:25][CH:24]=1.O>CN1C(=O)CCC1>[CH3:17][S:16][C:13]1[N:14]=[CH:15][C:10]2[C:9]3[CH:8]=[CH:7][C:6]([C:18]([O:20][CH3:21])=[O:19])=[CH:5][C:4]=3[N:3]=[C:2]([NH:22][C:23]3[CH:28]=[CH:27][CH:26]=[CH:25][CH:24]=3)[C:11]=2[N:12]=1. Reported procedure: methyl 5-chloro-3-(methylthio)pyrimido[4,5-c]quinoline-8-carboxylate (1.0 eq, 182 mg, 0.57 mmol) was mixed with aniline (0.5 ml) in NMP (1 ml). The mixture was heated under microwave for 10 minutes at 120° C. Water was added and the resulting solid was filtered and dried. The compound was triturated in EtOAc and hexanes and filtered to afford methyl 3-(methylthio)-5-(phenylamino)pyrimido[4,5-c]quinoline-8-carboxylate as a yellow solid. LCMS (ES): >95% pure, m/z 377 [M+1]+. This material was susp... Reactants: C(=O)(OC)C1=CC=C(C=C1)CCC(C)NCC(C1=CC(=CC=C1)C(F)(F)F)O (N-[3-(4-carbomethoxyphenyl)-1-methylpropyl]-2-hydroxy-2-(3-trifluoromethylphenyl) ethanamine), [H-].[Al+3].[Li+].[H-].[H-].[H-] (lithium aluminium hydride), [OH-].[Na+] (NaOH), O (water), O (water). Run in CCOCC (ether), CCOCC (ether). Conditions: time 1 hour. Product: OCC1=CC=C(C=C1)CCC(C)NCC(C1=CC(=CC=C1)C(F)(F)F)O (N-[3-(4-Hydroxymethylphenyl)-1-methylpropyl]-2-hydroxy-2-(3-trifluoromethylphenyl)ethanamine). As a reaction SMILES: [C:1]([C:5]1[CH:10]=[CH:9][C:8]([CH2:11][CH2:12][CH:13]([NH:15][CH2:16][CH:17]([OH:28])[C:18]2[CH:23]=[CH:22][CH:21]=[C:20]([C:24]([F:27])([F:26])[F:25])[CH:19]=2)[CH3:14])=[CH:7][CH:6]=1)(OC)=[O:2].[H-].[Al+3].[Li+].[H-].[H-].[H-].O.[OH-].[Na+]>CCOCC>[OH:2][CH2:1][C:5]1[CH:6]=[CH:7][C:8]([CH2:11][CH2:12][CH:13]([NH:15][CH2:16][CH:17]([OH:28])[C:18]2[CH:23]=[CH:22][CH:21]=[C:20]([C:24]([F:26])([F:27])[F:25])[CH:19]=2)[CH3:14])=[CH:9][CH:10]=1 |f:1.2.3.4.5.6,8.9|. Procedure details: A solution of N-[3-(4-carbomethoxyphenyl)-1-methylpropyl]-2-hydroxy-2-(3-trifluoromethylphenyl) ethanamine (2.5 g) in dry ether (50 ml) was added to a suspension of lithium aluminium hydride (0.88 g) in dry ether (100 ml) under an atmosphere of nitrogen and the resulting mixture was boiled for 1 hour before being cooled and treated with water (0.9 ml); 2 N NaOH (1.8 ml) then water (2.7 ml) and stirred for a further hour. The reactants are 19.6, C(C)OC(=O)NC1=C(C(=O)O)C=C(C=C1)OCC1=CC=CC=C1 (2-[(ethoxycarbonyl)amino]-5-(phenylmethoxy)benzoic acid), 18.2, FC1=CC=C(C=C1)C1(OCCO1)C1CCN(CC1)CCN (4-[2-(4-fluorophenyl)-1,3-dioxolan-2-yl]-1-piperidineethanamine), [I-].ClC1=[N+](C=CC=C1)C (2-chloro-1-methylpyridinium iodide). Run in ClCCl (dichloromethane), ClCCl (dichloromethane), O (water), C(C)N(CC)CC (N,N-diethylethanamine). Conditions: time 5 minute. The product is FC1=CC=C(C=C1)C1(OCCO1)C1CCN(CC1)CCNC(=O)C1=C(C=CC(=C1)OCC1=CC=CC=C1)NC(OCC)=O (ethyl [2-[[2-[4[ 2-(4-fluorophenyl)-1,3-dioxolan-2-yl]-1-piperidinyl]ethyl]aminocarbonyl]-4-(phenylmethoxy)phenyl]carbamate), ( 25 ). Yield: 67.0%. Reaction SMILES: [CH2:1]([O:3][C:4]([NH:6][C:7]1[CH:15]=[CH:14][C:13]([O:16][CH2:17][C:18]2[CH:23]=[CH:22][CH:21]=[CH:20][CH:19]=2)=[CH:12][C:8]=1[C:9]([OH:11])=O)=[O:5])[CH3:2].[I-].ClC1C=CC=C[N+]=1C.[F:33][C:34]1[CH:39]=[CH:38][C:37]([C:40]2([CH:45]3[CH2:50][CH2:49][N:48]([CH2:51][CH2:52][NH2:53])[CH2:47][CH2:46]3)[O:44][CH2:43][CH2:42][O:41]2)=[CH:36][CH:35]=1>O.ClCCl.C(N(CC)CC)C>[F:33][C:34]1[CH:39]=[CH:38][C:37]([C:40]2([CH:45]3[CH2:46][CH2:47][N:48]([CH2:51][CH2:52][NH:53][C:9]([C:8]4[CH:12]=[C:13]([O:16][CH2:17][C:18]5[CH:23]=[CH:22][CH:21]=[CH:20][CH:19]=5)[CH:14]=[CH:15][C:7]=4[NH:6][C:4](=[O:5])[O:3][CH2:1][CH3:2])=[O:11])[CH2:49][CH2:50]3)[O:41][CH2:42][CH2:43][O:44]2)=[CH:36][CH:35]=1 |f:1.2|. Reported procedure: To a stirred suspension of 19.6 parts of 2-[(ethoxycarbonyl)amino]-5-(phenylmethoxy)benzoic acid in 520 parts of dichloromethane were added 12.6 parts of N,N-diethylethanamine and the whole was stirred for 5 minutes. 15.9 Parts of 2-chloro-1-methylpyridinium iodide were added and stirring was continued for 90 minutes. A solution of 18.2 parts of 4-[2-(4-fluorophenyl)-1,3-dioxolan-2-yl]-1-piperidineethanamine in 390 parts of dichloromethane was added dropwise to the whole. Upon completion, stirri... Reactants: COC=1C=C(C=CC1)C1(OC1)C (2-(3-Methoxyphenyl)-2-methyloxiran), CN (methylamine), CN (methylamine). Product: COC=1C=C(C=CC1)C(O)(CNC)C ((3-Methoxy)-α-methyl-α-[(methylamino)methyl]benzene methanol). RXN SMILES: [CH3:1][O:2][C:3]1[CH:4]=[C:5]([C:9]2([CH3:12])[CH2:11][O:10]2)[CH:6]=[CH:7][CH:8]=1.[CH3:13][NH2:14]>>[CH3:1][O:2][C:3]1[CH:4]=[C:5]([C:9]([CH3:12])([CH2:11][NH:14][CH3:13])[OH:10])[CH:6]=[CH:7][CH:8]=1. Procedure details: 2-(3-Methoxyphenyl)-2-methyloxiran (34.0 g) was stirred with aqueous methylamine (100 ml, 33%) and alcoholic methylamine (200 ml, 33%) overnight at ambient temperature. The mixture was evaporated to an oil under reduced pressure, dissolved in hydrochloric acid (2 M) and extracted with toluene. After basifying the aqueous acid with sodium hydroxide (5 M) the basic oil was extracted with toluene and dried (MgSO4). The solvent was removed under reduced pressure to leave the title compound as an oil... The reactants are O1C(OCC1)CCC(=O)C1=CC(=C(C=C1)OC)OC (3-(1,3-Dioxolan-2-yl)-3',4'-dimethoxypropiophenone), C(C)(=O)NCCN (N-acetylethylenediamine). The solvent is C(C)(=O)O (acetic acid), C(C)(=O)O (acetic acid). Product: COC=1C=C(C=CC1OC)C=1N(C=CC1)CCNC(C)=O (N-[2-[2-(3,4-dimethoxyphenyl)pyrrol-1-yl]-ethyl]acetamide). Yield: 38.1%. RXN SMILES: O1CCO[CH:2]1[CH2:6][CH2:7][C:8]([C:10]1[CH:15]=[CH:14][C:13]([O:16][CH3:17])=[C:12]([O:18][CH3:19])[CH:11]=1)=O.[C:20]([NH:23][CH2:24][CH2:25][NH2:26])(=[O:22])[CH3:21]>C(O)(=O)C>[CH3:19][O:18][C:12]1[CH:11]=[C:10]([C:8]2[N:26]([CH2:25][CH2:24][NH:23][C:20](=[O:22])[CH3:21])[CH:2]=[CH:6][CH:7]=2)[CH:15]=[CH:14][C:13]=1[O:16][CH3:17]. Procedure details: 3-(1,3-Dioxolan-2-yl)-3',4'-dimethoxypropiophenone (6.3 g) was dissolved in 30 ml of acetic acid and added under argon and while stirring to a solution of 4.9 g of N-acetylethylenediamine in 50 ml of acetic acid. The reaction mixture was heated to reflux overnight, the acetic acid was subsequently removed in a vacuum. The residue was taken up in 150 ml of methylene chloride and washed with a mixture of 100 ml of saturated sodium hydrogen carbonate solution and 150 ml of 2N sodium hydroxide solut... The reactants are C1(CC1)CC(C(=O)OCC)=O (Ethyl β-cyclopropyl-α-ketopropionate), C(OCC)(OCC)OCC (triethyl orthoformate), C(C)(=O)OC(C)=O (acetic anhydride). The product is C1(CC1)C(C(C(=O)OCC)=COCC)=O (Ethyl β-cyclopropyl-α-ethoxymethylene-β-ketopropionate). Yield: 95.9%. RXN SMILES: [CH:1]1([CH2:4][C:5](=O)[C:6]([O:8][CH2:9][CH3:10])=[O:7])[CH2:3][CH2:2]1.[CH:12](OCC)(OCC)[O:13][CH2:14][CH3:15].C(OC(=O)C)(=[O:24])C>>[CH:1]1([C:4](=[O:24])[C:5](=[CH:12][O:13][CH2:14][CH3:15])[C:6]([O:8][CH2:9][CH3:10])=[O:7])[CH2:2][CH2:3]1. Reported procedure: Ethyl β-cyclopropyl-α-ketopropionate (247.0 g, 1.58 mole) [prepared according to the procedure described in J. Am. Chem. Soc., 70 , 497 (1948)], triethyl orthoformate (468.3 g, 3.16 mole) and acetic anhydride (484.0 g, 4.74 mole) were combined and the solution was stirred at reflux for 4 h and at ambient temperature for 17 h. The excess reagents were distilled at water aspirator pressure (maximum head temperature permitted was 72° C.) and the oily pot residue was stirred at 10° C. with a mixture... Starting materials: Cn1nc(C(C)(C)C)cc1NC(=O)Nc1ccc(Oc2ccnc(NCC3CC3)n2)c2ccccc12, ClCCl, C1CCOC1, Cc1ccccc1, O=C(Cl)Cl, [N-]=C=O, Cc1ccc(-n2nc(C(C)(C)C)cc2N)cc1, [Na+], O=C([O-])O. Product: Cc1ccc(-n2nc(C(C)(C)C)cc2NC(=O)Nc2ccc(Oc3ccnc(NCC4CC4)n3)c3ccccc23)cc1. RXN SMILES: [C:30]([c:31]1[cH:32][c:33]([NH:34][C:41](=[O:42])[NH:43][c:44]2[cH:45][cH:46][c:47]([O:54][c:55]3[n:56][c:57]([NH:61][CH2:62][CH:63]4[CH2:64][CH2:65]4)[n:58][cH:59][cH:60]3)[c:48]3[cH:49][cH:50][cH:51][cH:52][c:53]23)[n:35]([CH3:36])[n:37]1)([CH3:38])([CH3:39])[CH3:40].[CH2:66]([Cl:67])[Cl:68].[CH2:76]1[O:77][CH2:78][CH2:79][CH2:80]1.[CH3:69][c:70]1[cH:71][cH:72][cH:73][cH:74][cH:75]1.[Cl:23][C:24](=[O:25])[Cl:26].[N-:27]=[C:28]=[O:29].[NH2:1][c:2]1[n:3](-[c:11]2[cH:12][cH:13][c:14]([CH3:17])[cH:15][cH:16]2)[n:4][c:5]([C:7]([CH3:8])([CH3:9])[CH3:10])[cH:6]1.[Na+:22].[O-:18][C:19]([OH:20])=[O:21]>>[NH:1]([c:2]1[n:3](-[c:11]2[cH:12][cH:13][c:14]([CH3:17])[cH:15][cH:16]2)[n:4][c:5]([C:7]([CH3:8])([CH3:9])[CH3:10])[cH:6]1)[C:41](=[O:42])[NH:43][c:44]1[cH:45][cH:46][c:47]([O:54][c:55]2[n:56][c:57]([NH:61][CH2:62][CH:63]3[CH2:64][CH2:65]3)[n:58][cH:59][cH:60]2)[c:48]2[cH:49][cH:50][cH:51][cH:52][c:53]12.